The task is: describe an organic reaction: reactants, conditions, products, and yield. This data is from the Open Reaction Database (ORD), a public repository of structured organic reaction records. The product is Cl.CN(C)CC1=CC=2CN(CCC2O1)C(C1=CC=C(C=C1)C(C1=CC=CS1)=O)=O (N,N-dimethyl-[5-[4-(2-thenoyl)benzoyl]-4,5,6,7-tetrahydrofuro[3,2-c]pyridin-2-ylmethyl]amine hydrochloride). Procedure details: N,N-Dimethyl-[5-[4-(2-thenoyl)benzoyl]-4,5,6,7-tetrahydrofuro[3,2-c]pyridin-2-ylmethyl]amine 0.184 g was dissolved in 2 ml of methanol; hydrogen chloride in ethyl acetate was added in excess, followed by stirring. This mixture was then concentrated, and recrystallized from methanol-diethyl ether to yield the desired product. As a reaction SMILES: [CH3:1][N:2]([CH2:4][C:5]1[O:13][C:12]2[CH2:11][CH2:10][N:9]([C:14](=[O:28])[C:15]3[CH:20]=[CH:19][C:18]([C:21](=[O:27])[C:22]4[S:26][CH:25]=[CH:24][CH:23]=4)=[CH:17][CH:16]=3)[CH2:8][C:7]=2[CH:6]=1)[CH3:3].[ClH:29]>CO.C(OCC)(=O)C>[ClH:29].[CH3:3][N:2]([CH2:4][C:5]1[O:13][C:12]2[CH2:11][CH2:10][N:9]([C:14](=[O:28])[C:15]3[CH:20]=[CH:19][C:18]([C:21](=[O:27])[C:22]4[S:26][CH:25]=[CH:24][CH:23]=4)=[CH:17][CH:16]=3)[CH2:8][C:7]=2[CH:6]=1)[CH3:1] |f:4.5|. The solvent is CO (methanol), C(C)(=O)OCC (ethyl acetate). Starting materials: CN(C)CC1=CC=2CN(CCC2O1)C(C1=CC=C(C=C1)C(C1=CC=CS1)=O)=O (N,N-Dimethyl-[5-[4-(2-thenoyl)benzoyl]-4,5,6,7-tetrahydrofuro[3,2-c]pyridin-2-ylmethyl]amine), Cl (hydrogen chloride).